This data is from the Open Reaction Database (ORD), a public repository of structured organic reaction records. The task is: describe an organic reaction: reactants, conditions, products, and yield Reactants: hydrochloride salt, CC1=CC=C(C=C1)S(=O)(=O)OCC1OC2=C(C1)C=C(C=C2C2=C(C=CC=C2)F)F ((±)-[5-fluoro-7-(2-fluorophenyl)-2,3-dihydro-1-benzofuran-2-yl]methyl 4-methylbenzenesulfonate), CN (methylamine). The product is FC=1C=C(C2=C(CC(O2)CNC)C1)C1=C(C=CC=C1)F ((±)-{[5-fluoro-7-(2-fluorophenyl)-2,3-dihydro-1-benzofuran-2-yl]methyl}methylamine). RXN SMILES: CC1C=CC(S(O[CH2:12][CH:13]2[CH2:17][C:16]3[CH:18]=[C:19]([F:29])[CH:20]=[C:21]([C:22]4[CH:27]=[CH:26][CH:25]=[CH:24][C:23]=4[F:28])[C:15]=3[O:14]2)(=O)=O)=CC=1.[CH3:30][NH2:31]>>[F:29][C:19]1[CH:20]=[C:21]([C:22]2[CH:27]=[CH:26][CH:25]=[CH:24][C:23]=2[F:28])[C:15]2[O:14][CH:13]([CH2:12][NH:31][CH3:30])[CH2:17][C:16]=2[CH:18]=1. Reported procedure: The title compound was prepared (0.060 g, 40%) following the general procedure of Example 390 as a white solid, hydrochloride salt from (±)-[5-fluoro-7-(2-fluorophenyl)-2,3-dihydro-1-benzofuran-2-yl]methyl 4-methylbenzenesulfonate (0.2 g, 0.48 mmol) and methylamine (0.149 g, 4.80 mmol). mp 140-141° C. Reactants: [H][H] (hydrogen), 14, ClC=1C=C2C(N(C(NC2=CC1)=O)CCO)C1=CC=CC=C1 (6-chloro-3,4-dihydro-3-(2-hydroxyethyl)-4-phenyl-2(1H)-quinazolinone), C(C)(=O)[O-].[Na+] (sodium acetate). Reagents/catalysts: [Pd] (palladium-on-charcoal). The solvent is CO (methanol). Yields the product 11.2, OCCN1C(NC2=CC=CC=C2C1C1=CC=CC=C1)=O (3,4-dihydro-3-(2-hydroxyethyl)-4-phenyl-2(1H)-quinazolinone). The yield is 91.0%. As a reaction SMILES: Cl[C:2]1[CH:3]=[C:4]2[C:9](=[CH:10][CH:11]=1)[NH:8][C:7](=[O:12])[N:6]([CH2:13][CH2:14][OH:15])[CH:5]2[C:16]1[CH:21]=[CH:20][CH:19]=[CH:18][CH:17]=1.C([O-])(=O)C.[Na+].[H][H]>[Pd].CO>[OH:15][CH2:14][CH2:13][N:6]1[CH:5]([C:16]2[CH:21]=[CH:20][CH:19]=[CH:18][CH:17]=2)[C:4]2[C:9](=[CH:10][CH:11]=[CH:2][CH:3]=2)[NH:8][C:7]1=[O:12] |f:1.2|. Procedure: A mixture of 14 parts of 6-chloro-3,4-dihydro-3-(2-hydroxyethyl)-4-phenyl-2(1H)-quinazolinone, 5 parts of sodium acetate and 200 parts of methanol is hydrogenated at normal pressure and at room temperature with 2 parts of palladium-on-charcoal catalyst 10%. After the calculated amount of hydrogen is taken up, the catalyst is filtered off and the filtrate is evaporated. The residue is stirred in 2,2'-oxybispropane. The solid product is filtered off and stirred in 200 parts of water. It is filtere... Starting materials: C1(=CCCC1)N1CCOCC1 (N-cyclopentenyl morpholine), COC=1C=C(C=O)C=C(C1)OC (3,5-dimethoxybenzaldehyde), C1=CC=CC=C1 (benzene), Cl (hydrochloric acid). Conditions: temperature 30 celsius, time 2 hour. Product: COC=1C=C(C=C2C(CCC2)=O)C=C(C1)OC (2-(3,5-dimethoxybenzylidene)cyclopentanone). Isolated yield 79.9%. As a reaction SMILES: C1(N2CC[O:9]CC2)CCCC=1.[CH3:12][O:13][C:14]1[CH:15]=[C:16]([CH:19]=[C:20]([O:22][CH3:23])[CH:21]=1)[CH:17]=O.Cl.[CH:25]1[CH:30]=[CH:29][CH:28]=[CH:27]C=1>>[CH3:12][O:13][C:14]1[CH:15]=[C:16]([CH:19]=[C:20]([O:22][CH3:23])[CH:21]=1)[CH:17]=[C:27]1[CH2:28][CH2:29][CH2:30][C:25]1=[O:9]. Procedure: With reflux device installed, 36.8 g (0.24 mol) of N-cyclopentenyl morpholine, 0.20 mol of 3,5-dimethoxybenzaldehyde and 200 mL benzene were added to a round bottom flask and heated under reflux for 20 h. The resulting solution was cooled to 30° C. and slowly stirred while 62 mL of hydrochloric acid (6 mol/L) was added. After stirring for 2 h at room temperature, the benzene layer was separated and washed with water to neutral, and dried over anhydrous sodium sulfate overnight. Then the mixture ... Starting materials: COC(=O)Oc1ccc(OC)cc1 (substrate), OB(O)c1ccccc1 (effective_coupling_partner). The reagents and catalysts are PCy3. Reaction conditions: temperature 60 celsius, time 24 hour. Product: COc2ccc(c1ccccc1)cc2. The solvent is C1CCOC1 (THF), O (water). Procedure: A solution of 4-phenylpiperidine (1.0 g, 6.2 mmol) was dissolved in THF (20 mL) and treated with formaldehyde (2.6 mL of a 37% solution in water). To the stirred reaction mixture was added sodium triacetoxyborohydride (2.63 g, 12.4 mmol). The reaction mixture was maintained at room temperature for 1 h, and then concentrated in vacuo. The residue was dissolved in dichloromethane, washed with 5% aqueous NaHCO3 and brine, then dried over MgSO4. Evaporation of the solvent yielded 1-methyl-4-phenylpi... The product is CN1CCC(CC1)C1=CC=CC=C1 (1-methyl-4-phenylpiperidine). Reactants: C(C)(=O)O[BH-](OC(C)=O)OC(C)=O.[Na+] (sodium triacetoxyborohydride), C1(=CC=CC=C1)C1CCNCC1 (4-phenylpiperidine), C=O (formaldehyde), solution. RXN SMILES: [C:1]1([CH:7]2[CH2:12][CH2:11][NH:10][CH2:9][CH2:8]2)[CH:6]=[CH:5][CH:4]=[CH:3][CH:2]=1.C=O.[C:15](O[BH-](OC(=O)C)OC(=O)C)(=O)C.[Na+]>C1COCC1.O>[CH3:15][N:10]1[CH2:9][CH2:8][CH:7]([C:1]2[CH:6]=[CH:5][CH:4]=[CH:3][CH:2]=2)[CH2:12][CH2:11]1 |f:2.3|. The yield is 97.5%. Starting materials: [C@@H]1([C@H](O)[C@H](O)[C@@H](CO)O1)N1C=NC=2C(N)=NC=NC12 (adenosine), ClC=1C=C(C(=O)OO)C=CC1 (m-chloroperoxybenzoic acid), C1(=CC=CC=C1)C (Toluene), ClC=1C=C(C(=O)OO)C=CC1 (MCPBA). The solvent is CC(=O)N(C)C.Cl (DMA HCl). Conditions: time 2.5 hour. Yields the product ClC1=NC2=NC=NC(=C2N1)N (8-Chloroadenine). Yield: 84.9%. Reaction SMILES: [C@@H]1([N:10]2[C:19]3[N:18]=[CH:17][N:16]=[C:14]([NH2:15])[C:13]=3[N:12]=[CH:11]2)O[C@H](CO)[C@@H](O)[C@H]1O.[Cl:20]C1C=C(C=CC=1)C(OO)=O.C1(C)C=CC=CC=1>CC(N(C)C)=O.Cl>[Cl:20][C:11]1[NH:12][C:13]2[C:19](=[N:18][CH:17]=[N:16][C:14]=2[NH2:15])[N:10]=1 |f:3.4|. Reported procedure: To a solution of adenosine (2.67 g, 10 mmol) in DMA/HCl (0.5M, 45 mL) was added m-chloroperoxybenzoic acid (MCPBA, 3.22 g, 16 mmol 87%) and stirred at room temperature for 2.5 h. An additional portion of MCPBA (0.9 g, 5 mmol) was added and stirring continued for another 1 h. Toluene (50 mL) was added to the reaction mixture and the solvents evaporated at 60° C. under vacuo to dryness. The residue was dissolved in water (50 mL) and extracted with ether (3×50 mL). The pH of the aqueous phase was a... The reactants are C(C)(=O)OCC (Ethyl acetate), C([O-])([O-])=O.[K+].[K+] (Potassium carbonate), CI (methyl iodide), C(C)(C)(C)OC(=O)N1CCN(CC1)C1=C2N=CNC2=NC=N1 (4-(9H-purin-6-yl)-piperazine-1-carboxylic acid t-butyl ester). Run in O (water), CN(C=O)C (N,N-dimethylformamide). Reaction conditions: time 16 hour. Yields the product C(C)(C)(C)OC(=O)N1CCN(CC1)C1=C2N=CN(C2=NC=N1)C (4-(9-Methyl-9H-purin-6-yl)-piperazine-1-carboxylic acid t-butyl ester). The yield is 84.9%. RXN SMILES: [C:1](=O)([O-])[O-].[K+].[K+].CI.[C:9]([O:13][C:14]([N:16]1[CH2:21][CH2:20][N:19]([C:22]2[N:30]=[CH:29][N:28]=[C:27]3[C:23]=2[N:24]=[CH:25][NH:26]3)[CH2:18][CH2:17]1)=[O:15])([CH3:12])([CH3:11])[CH3:10].C(OCC)(=O)C>CN(C)C=O.O>[C:9]([O:13][C:14]([N:16]1[CH2:17][CH2:18][N:19]([C:22]2[N:30]=[CH:29][N:28]=[C:27]3[C:23]=2[N:24]=[CH:25][N:26]3[CH3:1])[CH2:20][CH2:21]1)=[O:15])([CH3:12])([CH3:10])[CH3:11] |f:0.1.2|. Reported procedure: Potassium carbonate (1.52 g) and methyl iodide (0.94 mL) were added to a solution of 4-(9H-purin-6-yl)-piperazine-1-carboxylic acid t-butyl ester (3.04 g) in N,N-dimethylformamide (100 mL), and this was stirred at room temperature for 16 hours. Ethyl acetate (300 mL) and water (100 mL) were added, the organic layer was washed twice with 100 mL of water and then once with 100 mL of saturated aqueous sodium chloride solution, and then dried over anhydrous magnesium sulfate. The organic layer was f...